Dataset: the Open Reaction Database (ORD), a public repository of structured organic reaction records. Task: describe an organic reaction: reactants, conditions, products, and yield Starting materials: CC(=O)O, O=N[O-], [Na+], O, c1ccc(-c2cn3cccnc3n2)cc1. Product: O=Nc1c(-c2ccccc2)nc2ncccn12. Reaction SMILES: [CH3:16][C:17](=[O:18])[OH:19].[N:20](=[O:21])[O-:22].[Na+:23].[OH2:24].[c:1]1(-[c:7]2[n:8][c:9]3[n:10]([cH:11][cH:12][cH:13][n:14]3)[cH:15]2)[cH:2][cH:3][cH:4][cH:5][cH:6]1>>[c:1]1(-[c:7]2[n:8][c:9]3[n:10]([cH:11][cH:12][cH:13][n:14]3)[c:15]2[N:20]=[O:21])[cH:2][cH:3][cH:4][cH:5][cH:6]1. Reactants: ester, C(C1=CC=CC=C1)(=O)NC(C(CN(C(=O)N1[C@H](C(=O)OCC2=CC=CC=C2)CCC1)CCCCNC(=O)OCC1=CC=CC=C1)=O)CC1=CC=CC=C1 (1-[[[3-(Benzoylamino)-2-oxo-4-phenylbutyl][[[(phenylmethoxy)carbonyl]amino]butyl]amino]carbonyl]-L-proline, phenylmethyl ester), [BH4-].[Na+] (sodium borohydride). The product is C(C1=CC=CC=C1)(=O)NC(C(CN(C(=O)N1[C@H](C(=O)OCC2=CC=CC=C2)CCC1)CCCCNC(=O)OCC1=CC=CC=C1)O)CC1=CC=CC=C1 (1-[[[3-(benzoylamino)-2-hydroxy-4-phenylbutyl][[[(phenylmethoxy)carbonyl]amino]butyl]amino]carbonyl]-L-proline, phenylmethyl ester). Reaction SMILES: [C:1]([NH:9][CH:10]([CH2:47][C:48]1[CH:53]=[CH:52][CH:51]=[CH:50][CH:49]=1)[C:11](=[O:46])[CH2:12][N:13]([CH2:31][CH2:32][CH2:33][CH2:34][NH:35][C:36]([O:38][CH2:39][C:40]1[CH:45]=[CH:44][CH:43]=[CH:42][CH:41]=1)=[O:37])[C:14]([N:16]1[CH2:30][CH2:29][CH2:28][C@H:17]1[C:18]([O:20][CH2:21][C:22]1[CH:27]=[CH:26][CH:25]=[CH:24][CH:23]=1)=[O:19])=[O:15])(=[O:8])[C:2]1[CH:7]=[CH:6][CH:5]=[CH:4][CH:3]=1.[BH4-].[Na+]>>[C:1]([NH:9][CH:10]([CH2:47][C:48]1[CH:53]=[CH:52][CH:51]=[CH:50][CH:49]=1)[CH:11]([OH:46])[CH2:12][N:13]([CH2:31][CH2:32][CH2:33][CH2:34][NH:35][C:36]([O:38][CH2:39][C:40]1[CH:45]=[CH:44][CH:43]=[CH:42][CH:41]=1)=[O:37])[C:14]([N:16]1[CH2:30][CH2:29][CH2:28][C@H:17]1[C:18]([O:20][CH2:21][C:22]1[CH:27]=[CH:26][CH:25]=[CH:24][CH:23]=1)=[O:19])=[O:15])(=[O:8])[C:2]1[CH:7]=[CH:6][CH:5]=[CH:4][CH:3]=1 |f:1.2|. Procedure details: The ester product from part (f) is treated with sodium borohydride according to the procedure of Example 1(f) to yield 1-[[[3-(benzoylamino)-2-hydroxy-4-phenylbutyl][[[(phenylmethoxy)carbonyl]amino]butyl]amino]carbonyl]-L-proline, phenylmethyl ester. As a reaction SMILES: [C:17](#[N:18])[c:19]1[cH:20][cH:21][c:22]([O:23][CH2:24][CH:25]([CH3:26])[NH:27][C:28]([CH:29]([NH2:30])[CH:31]([CH3:32])[CH3:33])=[O:34])[cH:35][cH:36]1.[CH2:38]([Cl:39])[Cl:40].[CH3:1][N:2]1[CH2:3][CH2:4][O:5][CH2:6][CH2:7]1.[Cl:8][C:9](=[O:10])[O:11][CH:12]([CH2:13][O:14][CH3:15])[CH3:16].[OH2:37]>>[C:9](=[O:10])([O:11][CH:12]([CH2:13][O:14][CH3:15])[CH3:16])[NH:30][CH:29]([C:28]([NH:27][CH:25]([CH2:24][O:23][c:22]1[cH:21][cH:20][c:19]([C:17]#[N:18])[cH:36][cH:35]1)[CH3:26])=[O:34])[CH:31]([CH3:32])[CH3:33]. The reactants are CC(COc1ccc(C#N)cc1)NC(=O)C(N)C(C)C, ClCCl, CN1CCOCC1, COCC(C)OC(=O)Cl, O. The product is COCC(C)OC(=O)NC(C(=O)NC(C)COc1ccc(C#N)cc1)C(C)C. The reactants are CCO, CCOC(=O)C(CC(C)C)C(=O)OC, [K+], [OH-]. Product: CCOC(=O)C(CC(C)C)C(=O)O. As a reaction SMILES: [CH3:17][CH2:18][OH:19].[CH3:1][O:2][C:3]([CH:4]([C:5](=[O:6])[O:7][CH2:8][CH3:9])[CH2:10][CH:11]([CH3:12])[CH3:13])=[O:14].[K+:16].[OH-:15]>>[O:2]=[C:3]([CH:4]([C:5](=[O:6])[O:7][CH2:8][CH3:9])[CH2:10][CH:11]([CH3:12])[CH3:13])[OH:14]. The reactants are Cn1cc(Br)cc(Nc2ccc(C(C)(C)O)cn2)c1=O, O=C([O-])O, CC(=O)O, CCOC(C)=O, N#CCCl, [Na+], O=S(=O)(O)O. Product: Cn1cc(Br)cc(Nc2ccc(C(C)(C)NC(=O)CCl)cn2)c1=O. Reaction SMILES: [Br:1][c:2]1[cH:3][c:4]([NH:10][c:11]2[n:12][cH:13][c:14]([C:17]([CH3:18])([CH3:19])[OH:20])[cH:15][cH:16]2)[c:5](=[O:9])[n:6]([CH3:8])[cH:7]1.[C:30](=[O:31])([OH:32])[O-:33].[CH3:21][C:22]([OH:23])=[O:24].[CH3:39][CH2:40][O:41][C:42](=[O:43])[CH3:44].[Cl:35][CH2:36][C:37]#[N:38].[Na+:34].[S:25](=[O:26])(=[O:27])([OH:28])[OH:29]>>[Br:1][c:2]1[cH:3][c:4]([NH:10][c:11]2[n:12][cH:13][c:14]([C:17]([CH3:18])([CH3:19])[NH:38][C:37](=[O:23])[CH2:36][Cl:35])[cH:15][cH:16]2)[c:5](=[O:9])[n:6]([CH3:8])[cH:7]1. The reactants are BrC=1C=C2C(C(=CN(C2=NC1)CC)C(=O)OCCCO)=O (3-Hydroxypropyl 6-bromo-1-ethyl-4-oxo-1,4-dihydro-1,8-naphthyridine-3-carboxylate), BrC=1C=C2C(C(=CN(C2=NC1)CC)C(=O)OCCCO)=O (3-Hydroxypropyl 6-bromo-1-ethyl-4-oxo-1,4-dihydro-1,8-naphthyridine-3-carboxylate), P(=O)(OCC1=CC=CC=C1)(OCC1=CC=CC=C1)O (dibenzyl hydrogen phosphate), C1(=CC=CC=C1)P(C1=CC=CC=C1)C1=CC=CC=C1 (triphenylphosphine), N(=NC(=O)OC(C)C)C(=O)OC(C)C (Diisopropyl azodicarboxylate). As a reaction SMILES: [Br:1][C:2]1[CH:3]=[C:4]2[C:9](=[N:10][CH:11]=1)[N:8]([CH2:12][CH3:13])[CH:7]=[C:6]([C:14]([O:16][CH2:17][CH2:18][CH2:19][OH:20])=[O:15])[C:5]2=[O:21].[P:22](O)([O:32][CH2:33][C:34]1[CH:39]=[CH:38][CH:37]=[CH:36][CH:35]=1)([O:24][CH2:25][C:26]1[CH:31]=[CH:30][CH:29]=[CH:28][CH:27]=1)=[O:23].C1(P(C2C=CC=CC=2)C2C=CC=CC=2)C=CC=CC=1.N(C(OC(C)C)=O)=NC(OC(C)C)=O>O1CCCC1>[Br:1][C:2]1[CH:3]=[C:4]2[C:9](=[N:10][CH:11]=1)[N:8]([CH2:12][CH3:13])[CH:7]=[C:6]([C:14]([O:16][CH2:17][CH2:18][CH2:19][O:20][P:22]([O:24][CH2:25][C:26]1[CH:31]=[CH:30][CH:29]=[CH:28][CH:27]=1)([O:32][CH2:33][C:34]1[CH:39]=[CH:38][CH:37]=[CH:36][CH:35]=1)=[O:23])=[O:15])[C:5]2=[O:21]. Reported procedure: 3-Hydroxypropyl 6-bromo-1-ethyl-4-oxo-1,4-dihydro-1,8-naphthyridine-3-carboxylate (Intermediate 24, 100 mg, 0.28 mmol), dibenzyl hydrogen phosphate (124 mg, 0.44 mmol) and triphenylphosphine (367 mg, 1.4 mmol) was dissolved in tetrahydrofuran (15 mL). Diisopropyl azodicarboxylate [DIAD] (281 mg, 1.40 mmol) was added and the mixture was stirred for 4 h at room temperature. The reaction mixture was concentrated under reduced pressure and water (100 mL) was added. The aqueous mixture was extracted ... The product is BrC=1C=C2C(C(=CN(C2=NC1)CC)C(=O)OCCCOP(=O)(OCC1=CC=CC=C1)OCC1=CC=CC=C1)=O (3-{[bis(benzyloxy)phosphoryl]oxy}propyl 6-bromo-1-ethyl-4-oxo-1,4-dihydro-1,8-naphthyridine-3-carboxylate). Yield: 46.4%. Run in O1CCCC1 (tetrahydrofuran). Run at time 4 hour. Reactants: C(C)OC(=O)N1[C@@H](C[C@H](C1)O)CCOC1=C(C=CC(=C1)C)CCC1=CC=CC=C1 ((2R,4R)-1-ethoxycarbonyl-4-hydroxy-2-{2-[5-methyl-2-(2-phenylethyl)phenoxy]ethyl}pyrrolidine), [H-].[Al+3].[Li+].[H-].[H-].[H-] (lithium aluminum hydride). The solvent is O1CCCC1 (tetrahydrofuran). The product is O[C@@H]1C[C@H](N(C1)C)CCOC1=C(C=CC(=C1)C)CCC1=CC=CC=C1 ((2R,4R)-4-Hydroxy-1-methyl-2-{2-[5-methyl-2-(2-phenylethyl)phenoxy]ethyl}pyrrolidine). Isolated yield 79.0%. As a reaction SMILES: C(O[C:4]([N:6]1[CH2:10][C@H:9]([OH:11])[CH2:8][C@H:7]1[CH2:12][CH2:13][O:14][C:15]1[CH:20]=[C:19]([CH3:21])[CH:18]=[CH:17][C:16]=1[CH2:22][CH2:23][C:24]1[CH:29]=[CH:28][CH:27]=[CH:26][CH:25]=1)=O)C.[H-].[Al+3].[Li+].[H-].[H-].[H-]>O1CCCC1>[OH:11][C@H:9]1[CH2:10][N:6]([CH3:4])[C@H:7]([CH2:12][CH2:13][O:14][C:15]2[CH:20]=[C:19]([CH3:21])[CH:18]=[CH:17][C:16]=2[CH2:22][CH2:23][C:24]2[CH:25]=[CH:26][CH:27]=[CH:28][CH:29]=2)[CH2:8]1 |f:1.2.3.4.5.6|. Reported procedure: 1150 mg of (2R,4R)-1-ethoxycarbonyl-4-hydroxy-2-{2-[5-methyl-2-(2-phenylethyl)phenoxy]ethyl}pyrrolidine [prepared as described in step (b) above], 18 ml of tetrahydrofuran and 330 mg of lithium aluminum hydride were allowed to react together and subsequently treated in the same manner as described in step (b) of Example 1. The concentrated substance thus obtained was purified by silica gel column chromatography, using a 10:1 by volume mixture of methylene chloride and methanol as the eluent, to ... The reactants are COC([O-])C.COC([O-])C.[H-].[Al+3].[Na+] (sodium aluminum hydride bis-(methoxyethoxide)), ice water, [OH-].[NH4+] (ammonium hydroxide), product, C1CCOC1 (THF), C1(=CC=CC=C1)C (Toluene), CCOC(=O)C (EtOAc). The solvent is ClCCl (dichloromethane). Product: C(C1=CC=CC=C1)N1C[C@H]([C@@H](C1)O)O ((3R,4R)-1-Benzylpyrrolidine-3,4-diol). As a reaction SMILES: [CH3:1]OC(C)[O-].COC(C)[O-].[H-].[Al+3].[Na+].[C:14]1([CH3:20])[CH:19]=[CH:18][CH:17]=[CH:16][CH:15]=1.[OH-:21].[NH4+:22].CCOC(C)=O.[CH2:29]1C[O:32][CH2:31][CH2:30]1>ClCCl>[CH2:20]([N:22]1[CH2:29][C@@H:30]([OH:21])[C@H:31]([OH:32])[CH2:1]1)[C:14]1[CH:19]=[CH:18][CH:17]=[CH:16][CH:15]=1 |f:0.1.2.3.4,6.7|. Reported procedure: To a mechanically stirred and cooled solution (0° C.) of the product from Step 1 (50 g, 0.23 mol) in dry THF (1.24 L) was added sodium aluminum hydride bis-(methoxyethoxide) (289 mL of a 65% Red-A;®/Toluene solution, 0.95 mol) under a nitrogen atmosphere at such a rate that the internal temperature did not exceed 20° C. The reaction mixture was allowed stir at room temperature for 2 h after the addition was complete. The reaction mixture was slowly poured into ice water (1.0 L) with stirring to ...